From a dataset of the Open Reaction Database (ORD), a public repository of structured organic reaction records. describe an organic reaction: reactants, conditions, products, and yield Reactants: [H-].[Na+] (sodium hydride), ClCCCC(C)=O (5-chloropentan-2-one), ethylene ketal, [Cl-].[NH4+] (ammonium chloride), ClCCCC(C)=O (5-chloropentan-2-one), ethylene ketal, C(C)(C)(C)OC(=O)N1CCN(CCC1)C1=NC2=C(N1)C=CC=C2 (1-(t-butoxycarbonyl)-4-(1H-benzimidazol-2-yl)[1,4]diazepane), [H-].[Na+] (sodium hydride). The reagents and catalysts are [Br-].C(CCC)[N+](CCCC)(CCCC)CCCC (tetra-n-butylammonium bromide). Run in CO.ClCCl (methanol dichloromethane), CN(C=O)C (dimethylformamide), O1CCCC1 (tetrahydrofuran), C([O-])(O)=O.[Na+] (sodium bicarbonate). Conditions: time 1 hour. Yields the product C(C)(C)(C)OC(=O)N1CCN(CCC1)C1=NC2=C(N1CCCC(C)=O)C=CC=C2 (1-(t-butoxycarbonyl)-4-(1-(4-oxopentyl)-1H-benzimidazol-2-yl)[1,4]diazepane), ethylene ketal. As a reaction SMILES: [C:1]([O:5][C:6]([N:8]1[CH2:14][CH2:13][CH2:12][N:11]([C:15]2[NH:19][C:18]3[CH:20]=[CH:21][CH:22]=[CH:23][C:17]=3[N:16]=2)[CH2:10][CH2:9]1)=[O:7])([CH3:4])([CH3:3])[CH3:2].[H-].[Na+].Cl[CH2:27][CH2:28][CH2:29][C:30](=[O:32])[CH3:31].[Cl-].[NH4+]>[Br-].C([N+](CCCC)(CCCC)CCCC)CCC.C(=O)(O)[O-].[Na+].CO.ClCCl.CN(C)C=O.O1CCCC1>[C:1]([O:5][C:6]([N:8]1[CH2:14][CH2:13][CH2:12][N:11]([C:15]2[N:16]([CH2:27][CH2:28][CH2:29][C:30](=[O:32])[CH3:31])[C:17]3[CH:23]=[CH:22][CH:21]=[CH:20][C:18]=3[N:19]=2)[CH2:10][CH2:9]1)=[O:7])([CH3:4])([CH3:2])[CH3:3] |f:1.2,4.5,6.7,8.9,10.11|. Procedure: Combine 1-(t-butoxycarbonyl)-4-(1H-benzimidazol-2-yl)[1,4]diazepane (1.10 g, 3.5 mmol) and tetrahydrofuran (45 mL) and dimethylformamide (5 mL). Cool in an ice bath and add sodium hydride (0.21 g, 60% in oil, 5.22 mmol). After 1 hour, add 5-chloropentan-2-one, ethylene ketal (0.79 mL, 5.22 mmol) and tetra-n-butylammonium bromide (112 mg, 0.35 mmol) and warm to ambient temperature. Heat to reflux. After 18 hours, cool, add sodium hydride (0.1 g) and 5-chloropentan-2-one, ethylene ketal (0.50 mL) ... Reactants: [O-2].[Mg+2] (magnesium oxide), NCC(=O)O (glycine). Solvent: C(C)O (ethanol). Run at time 5 hour. Product: NCC(=O)[O-].[Mg+2].NCC(=O)[O-] (magnesium glycinate). Isolated yield 99.8%. RXN SMILES: [O-2].[Mg+2:2].[NH2:3][CH2:4][C:5]([OH:7])=[O:6]>C(O)C>[NH2:3][CH2:4][C:5]([O-:7])=[O:6].[Mg+2:2].[NH2:3][CH2:4][C:5]([O-:7])=[O:6] |f:0.1,4.5.6|. Reported procedure: The ethanol solvent recovered from Example 1, approximately 80 ml, was distilled to remove any impurities and then combined with fresh ethanol to total 100 ml for this experiment. 4.0 grams (0.1 Mole) of magnesium oxide and 15 grams (0.2 Mole) of glycine were placed into a beaker provided with a reflux condenser. The 100 ml ethanol was added and the mixture was stirred and boiled at atmospheric pressure for 5 hours. The reaction mixture was then cooled, and thereafter filtered yielding 17.2 gram...